This data is from the Open Reaction Database (ORD), a public repository of structured organic reaction records. The task is: describe an organic reaction: reactants, conditions, products, and yield Reactants: BrCCCOC1=CC=C(C=C1)C(F)(F)F (1-(3-bromopropyloxy)-4-trifluoromethylbenzene), crude product, BrCCCOC1=CC=C(C=C1)OC(F)(F)F (1-(3-bromopropyloxy)-4-trifluoromethoxybenzene), C([O-])([O-])=O.[K+].[K+] (potassium carbonate), ClC1=C(C(=CC(=C1)OCC=C(Cl)Cl)C)O (2-chloro-6-methyl-4-(3,3-dichloro-2-propenyloxy)phenol). Solvent: C(C)OCC (diethyl ether), CN(C=O)C (N,N-dimethylformamide). Conditions: time 24 hour. The product is ClC=1C=C(C=C(C1OCCCOC1=CC=C(C=C1)C(F)(F)F)C)OCC=C(Cl)Cl (3-chloro-4-[3-(4-trifluoromethylphenoxy) propyloxy]-5-methyl-1-(3,3-dichloro-2-propenyloxy)benzene). Isolated yield 94.9%. Reaction SMILES: Br[CH2:2][CH2:3][CH2:4][O:5][C:6]1[CH:11]=[CH:10][C:9]([C:12]([F:15])([F:14])[F:13])=[CH:8][CH:7]=1.BrCCCOC1C=CC(OC(F)(F)F)=CC=1.C(=O)([O-])[O-].[K+].[K+].[Cl:38][C:39]1[CH:44]=[C:43]([O:45][CH2:46][CH:47]=[C:48]([Cl:50])[Cl:49])[CH:42]=[C:41]([CH3:51])[C:40]=1[OH:52]>CN(C)C=O.C(OCC)C>[Cl:38][C:39]1[CH:44]=[C:43]([O:45][CH2:46][CH:47]=[C:48]([Cl:49])[Cl:50])[CH:42]=[C:41]([CH3:51])[C:40]=1[O:52][CH2:2][CH2:3][CH2:4][O:5][C:6]1[CH:11]=[CH:10][C:9]([C:12]([F:15])([F:14])[F:13])=[CH:8][CH:7]=1 |f:2.3.4|. Reported procedure: First, 0.35 g of 1-(3-bromopropyloxy)-4-trifluoromethylbenzene (prepared in the same manner as described above for 1-(3-bromopropyloxy)-4-trifluoromethoxybenzene) and 0.2 g of potassium carbonate were dissolved in 100 ml of N,N-dimethylformamide, to which 0.3 g of 2-chloro-6-methyl-4-(3,3-dichloro-2-propenyloxy)phenol was added, and the mixture was stirred at room temperature for 24 hours. The reaction mixture was mixed with 200 ml of diethyl ether, washed with water, dried with anhydrous magnes... Starting materials: NC1=CC(=C(C(=O)NCC2CCN(CC2)CCCCCN)C=C1Cl)OC (4-Amino-N-(1-(5-aminopentyl)piperidin-4-ylmethyl)-5-chloro-2-methoxybenzamide), CN1C=C(C2=CC=CC=C12)C=O (1-methyl-1 H-indol-3-carboxaldehyde). Yields the product NC1=CC(=C(C(=O)NCC2CCN(CC2)CCCCCNCC2=CN(C3=CC=CC=C23)C)C=C1Cl)OC (4-amino-5-chloro-N-((1-(5-((1-methyl-1 H-indol-3-ylmethyl)amino)pentyl)piperidin-4-yl)methyl)-2-methoxybenzamide). Isolated yield 48.5%. As a reaction SMILES: [NH2:1][C:2]1[C:23]([Cl:24])=[CH:22][C:5]([C:6]([NH:8][CH2:9][CH:10]2[CH2:15][CH2:14][N:13]([CH2:16][CH2:17][CH2:18][CH2:19][CH2:20][NH2:21])[CH2:12][CH2:11]2)=[O:7])=[C:4]([O:25][CH3:26])[CH:3]=1.[CH3:27][N:28]1[C:36]2[C:31](=[CH:32][CH:33]=[CH:34][CH:35]=2)[C:30]([CH:37]=O)=[CH:29]1>>[NH2:1][C:2]1[C:23]([Cl:24])=[CH:22][C:5]([C:6]([NH:8][CH2:9][CH:10]2[CH2:11][CH2:12][N:13]([CH2:16][CH2:17][CH2:18][CH2:19][CH2:20][NH:21][CH2:37][C:30]3[C:31]4[C:36](=[CH:35][CH:34]=[CH:33][CH:32]=4)[N:28]([CH3:27])[CH:29]=3)[CH2:14][CH2:15]2)=[O:7])=[C:4]([O:25][CH3:26])[CH:3]=1. Procedure: 4-Amino-N-(1-(5-aminopentyl)piperidin-4-ylmethyl)-5-chloro-2-methoxybenzamide (1.5 g) as starting compound and 1-methyl-1 H-indol-3-carboxaldehyde (0.81 g) were reacted and treated in the same manner as in Example 121 to give 1.0 g of 4-amino-5-chloro-N-((1-(5-((1-methyl-1 H-indol-3-ylmethyl)amino)pentyl)piperidin-4-yl)methyl)-2-methoxybenzamide. Starting materials: O=C([O-])[O-], CN1CCCC1=O, CCOC(C)=O, [Cs+], [Cs+], OC1(C(F)(F)F)CCC(c2cccnc2F)C1, O=C(c1ccc(O)cc1)c1nc2ccccc2[nH]1. Yields the product O=C(c1ccc(Oc2ncccc2C2CCC(O)(C(F)(F)F)C2)cc1)c1nc2ccccc2[nH]1. As a reaction SMILES: [C:1](=[O:2])([O-:3])[O-:4].[CH3:42][N:43]1[CH2:44][CH2:45][CH2:46][C:47]1=[O:48].[CH3:49][CH2:50][O:51][C:52](=[O:53])[CH3:54].[Cs+:5].[Cs+:6].[F:25][c:26]1[n:27][cH:28][cH:29][cH:30][c:31]1[CH:32]1[CH2:33][C:34]([OH:37])([C:38]([F:39])([F:40])[F:41])[CH2:35][CH2:36]1.[nH:7]1[c:8]([C:16](=[O:17])[c:18]2[cH:19][cH:20][c:21]([OH:24])[cH:22][cH:23]2)[n:9][c:10]2[c:11]1[cH:12][cH:13][cH:14][cH:15]2>>[nH:7]1[c:8]([C:16](=[O:17])[c:18]2[cH:19][cH:20][c:21]([O:24][c:26]3[n:27][cH:28][cH:29][cH:30][c:31]3[CH:32]3[CH2:33][C:34]([OH:37])([C:38]([F:39])([F:40])[F:41])[CH2:35][CH2:36]3)[cH:22][cH:23]2)[n:9][c:10]2[c:11]1[cH:12][cH:13][cH:14][cH:15]2. The reactants are Cc1cc(N2CC(CNC(=O)c3ccc(Cl)s3)OC2=O)ccc1N1CCCN(CCO[Si](c2ccccc2)(c2ccccc2)C(C)(C)C)C1=O, C1CCOC1, CCCC[N+](CCCC)(CCCC)CCCC, CCOC(C)=O, [Cl-], [F-], [Na+], O. Yields the product Cc1cc(N2CC(CNC(=O)c3ccc(Cl)s3)OC2=O)ccc1N1CCCN(CCO)C1=O. Reaction SMILES: [C:1]([Si:2]([c:3]1[cH:4][cH:5][cH:39][cH:40][cH:41]1)([O:6][CH2:7][CH2:8][N:9]1[C:10](=[O:38])[N:11]([c:15]2[c:16]([CH3:37])[cH:17][c:18]([N:21]3[C:22](=[O:36])[O:23][CH:24]([CH2:26][NH:27][C:28](=[O:29])[c:30]4[s:31][c:32]([Cl:35])[cH:33][cH:34]4)[CH2:25]3)[cH:19][cH:20]2)[CH2:12][CH2:13][CH2:14]1)[c:42]1[cH:43][cH:44][cH:45][cH:46][cH:47]1)([CH3:48])([CH3:49])[CH3:50].[CH2:72]1[O:73][CH2:74][CH2:75][CH2:76]1.[CH3:52][CH2:53][CH2:54][CH2:55][N+:56]([CH2:57][CH2:58][CH2:59][CH3:60])([CH2:61][CH2:62][CH2:63][CH3:64])[CH2:65][CH2:66][CH2:67][CH3:68].[CH3:77][CH2:78][O:79][C:80](=[O:81])[CH3:82].[Cl-:71].[F-:51].[Na+:70].[OH2:69]>>[OH:6][CH2:7][CH2:8][N:9]1[C:10](=[O:38])[N:11]([c:15]2[c:16]([CH3:37])[cH:17][c:18]([N:21]3[C:22](=[O:36])[O:23][CH:24]([CH2:26][NH:27][C:28](=[O:29])[c:30]4[s:31][c:32]([Cl:35])[cH:33][cH:34]4)[CH2:25]3)[cH:19][cH:20]2)[CH2:12][CH2:13][CH2:14]1. Reactants: C1(C(OB(O1)B1OC(C(O1)(C)C)(C)C)(C)C)(C)C, c1(c(ccc(c1)Cl)Cl)C(OC)=O. Reagents/catalysts: c1ccc(cc1)-c2c3ccccc3cc4ccccc24 (9-Phenylanthracene), c1(ccccn1)N (2-NH2Py), [Ir-]12[Ir-]([O+]1C)[O+]2C.C1=CCCC=CCC1.C1=CCCC=CCC1 ([Ir(OMe)(COD)]2). Solvent: C1CCOC1 (THF). Run at temperature 60 celsius, time 18 hour. The product is COC(=O)c1cc(Cl)cc(B2OC(C)(C)C(C)(C)O2)c1Cl. As a reaction SMILES: [CH3:1][O:2][C:3]([c:5]1[c:11]([Cl:12])[cH:10][cH:9][c:7]([Cl:8])[cH:6]1)=[O:4].[CH3:13][C:14]1([C:19]([CH3:21])([CH3:20])[O:18][B:17](B2OC(C)(C)C(C)(C)O2)[O:16]1)[CH3:15]>>[CH3:1][O:2][C:3]([c:5]1[c:11]([Cl:12])[c:10]([B:17]2[O:18][C:19]([CH3:21])([CH3:20])[C:14]([CH3:15])([CH3:13])[O:16]2)[cH:9][c:7]([Cl:8])[cH:6]1)=[O:4].